Dataset: the Open Reaction Database (ORD), a public repository of structured organic reaction records. Task: describe an organic reaction: reactants, conditions, products, and yield Reactants: N1C(=CC=C1)C(=O)O (pyrrole-2-carboxylic acid), NC1=C(C=CC=C1)O (o-aminophenol), B(O)(O)O (boric acid). The solvent is C=1(C(=CC=CC1)C)C (xylene), C(C)(=O)OCC (ethyl acetate). Yields the product desired product, N1C(=CC=C1)C=1OC2=C(N1)C=CC=C2 (2-(pyrrol-2-yl)benzoxazole). Yield: 51.6%. Reaction SMILES: [NH:1]1[CH:5]=[CH:4][CH:3]=[C:2]1[C:6]([OH:8])=O.[NH2:9][C:10]1[CH:15]=[CH:14][CH:13]=[CH:12][C:11]=1O.B(O)(O)O>C1(C)C(C)=CC=CC=1.C(OCC)(=O)C>[NH:1]1[CH:5]=[CH:4][CH:3]=[C:2]1[C:6]1[O:8][C:11]2[CH:12]=[CH:13][CH:14]=[CH:15][C:10]=2[N:9]=1. Procedure: 2-(Pyrrol-2-yl)benzoxazole was prepared as follows: A mixture of 5.55 g (0.05 mol) of pyrrole-2-carboxylic acid and 5.46 g (0.05 mol) of o-aminophenol and 3.09 g (0.05 mol) boric acid in 50 mL of xylene was heated under reflux for 3 days while removing water which was generated from reaction using a Dean-Stark trap. The cooled reaction mixture was diluted with 100 mL of ethyl acetate, washed with 150 mL of 5% sodium hydroxide solution and then with 150 mL of water. The separated organic layer wa...